Dataset: the Open Reaction Database (ORD), a public repository of structured organic reaction records. Task: describe an organic reaction: reactants, conditions, products, and yield The reactants are C(C)(C)N1CC(C1)OCOC (1-iso-propyl-3-methoxymethoxyazetidine), C1(=CC=CC=C1)O (phenol), [OH-].[Na+] (sodium hydroxide). The solvent is CCOCC (ether). Conditions: temperature 180 celsius. Product: O(C1=CC=CC=C1)CC(CNC(C)C)OCOC (1-phenoxy-2-methoxymethoxy-3-(iso-propylamino)-propane). The yield is 67.0%. As a reaction SMILES: [CH:1]([N:4]1[CH2:7][CH:6]([O:8][CH2:9][O:10][CH3:11])[CH2:5]1)([CH3:3])[CH3:2].[C:12]1([OH:18])[CH:17]=[CH:16][CH:15]=[CH:14][CH:13]=1.[OH-].[Na+]>CCOCC>[O:18]([CH2:5][CH:6]([O:8][CH2:9][O:10][CH3:11])[CH2:7][NH:4][CH:1]([CH3:2])[CH3:3])[C:12]1[CH:17]=[CH:16][CH:15]=[CH:14][CH:13]=1 |f:2.3|. Reported procedure: To a mixture of 1.6 parts of 1-iso-propyl-3-methoxymethoxyazetidine and 9.4 parts of phenol 0.5 part of sodium hydroxide was addded, and the mixture was heated at 180° C. for 6 hours. The reaction mixture was cooled and 100 parts of ether were added thereto. Excessive phenol was removed by extraction with 2 N-sodium hydroxide aqueous solution, and the remaining ether layer was washed in water and dried over anhydrous sodium sulfate. After distillation of ether, the residue was subjected to disti... Starting materials: FC=1C=C(C=CC1[N+](=O)[O-])C1=NN=C(S1)N(C[C@H](CC1=CC=C(C=C1)C(F)(F)F)NC(OC(C)(C)C)=O)C(=O)OC(C)(C)C (tert-butyl (S)-1-(5-(3-fluoro-4-nitrophenyl)-1,3,4-thiadiazol-2-yl-boc-amino)-3-(4-(trifluoromethyl)phenyl)propan-2-ylcarbamate), C([O-])([O-])=O.[Cs+].[Cs+] (cesium carbonate), C(C)(=O)O (acetic acid). Run in CN(C)C=O (DMF). Conditions: temperature 70 celsius. The product is OC=1C=C(C=CC1[N+](=O)[O-])C1=NN=C(S1)N(C[C@H](CC1=CC=C(C=C1)C(F)(F)F)NC(OC(C)(C)C)=O)C(=O)OC(C)(C)C (tert-Butyl (S)-1-(5-(3-hydroxy-4-nitrophenyl)-1,3,4-thiadiazol-2-yl-boc-amino)-3-(4-(trifluoromethyl)phenyl)propan-2-ylcarbamate). The yield is 79.6%. RXN SMILES: F[C:2]1[CH:3]=[C:4]([C:11]2[S:15][C:14]([N:16]([C:38]([O:40][C:41]([CH3:44])([CH3:43])[CH3:42])=[O:39])[CH2:17][C@@H:18]([NH:30][C:31](=[O:37])[O:32][C:33]([CH3:36])([CH3:35])[CH3:34])[CH2:19][C:20]3[CH:25]=[CH:24][C:23]([C:26]([F:29])([F:28])[F:27])=[CH:22][CH:21]=3)=[N:13][N:12]=2)[CH:5]=[CH:6][C:7]=1[N+:8]([O-:10])=[O:9].C(=O)([O-])[O-:46].[Cs+].[Cs+].C(O)(=O)C>CN(C=O)C>[OH:46][C:2]1[CH:3]=[C:4]([C:11]2[S:15][C:14]([N:16]([C:38]([O:40][C:41]([CH3:43])([CH3:42])[CH3:44])=[O:39])[CH2:17][C@@H:18]([NH:30][C:31](=[O:37])[O:32][C:33]([CH3:36])([CH3:34])[CH3:35])[CH2:19][C:20]3[CH:21]=[CH:22][C:23]([C:26]([F:28])([F:29])[F:27])=[CH:24][CH:25]=3)=[N:13][N:12]=2)[CH:5]=[CH:6][C:7]=1[N+:8]([O-:10])=[O:9] |f:1.2.3|. Procedure: To a solution of tert-butyl (S)-1-(5-(3-fluoro-4-nitrophenyl)-1,3,4-thiadiazol-2-yl-boc-amino)-3-(4-(trifluoromethyl)phenyl)propan-2-ylcarbamate (630 mg, 982 μmol) (prepared as described in Example 1) in 15 mL DMF were added cesium carbonate (3199 mg, 9819 μmol) and acetic acid (590 mg, 9819 μmol). The mixture was heated at 70° C. for 45 minutes. The reaction mixture was concentrated, and the resulting residue was diluted with 100 mL EtOAc. The organic phase was washed with water and saturated a... The reactants are O=C([O-])O, CN1CCNCC1, CN(C)C=O, CN(C)CC1(c2ccc(OCCCCl)cc2)CCOCC1, [I-], [K+], [Na+]. Product: CN(C)CC1(c2ccc(OCCCN3CCN(C)CC3)cc2)CCOCC1. RXN SMILES: [C:29](=[O:30])([OH:31])[O-:32].[CH3:22][N:23]1[CH2:24][CH2:25][NH:26][CH2:27][CH2:28]1.[CH3:36][N:37]([CH3:38])[CH:39]=[O:40].[Cl:1][CH2:2][CH2:3][CH2:4][O:5][c:6]1[cH:7][cH:8][c:9]([C:12]2([CH2:18][N:19]([CH3:20])[CH3:21])[CH2:13][CH2:14][O:15][CH2:16][CH2:17]2)[cH:10][cH:11]1.[I-:35].[K+:34].[Na+:33]>>[CH2:2]([CH2:3][CH2:4][O:5][c:6]1[cH:7][cH:8][c:9]([C:12]2([CH2:18][N:19]([CH3:20])[CH3:21])[CH2:13][CH2:14][O:15][CH2:16][CH2:17]2)[cH:10][cH:11]1)[N:26]1[CH2:25][CH2:24][N:23]([CH3:22])[CH2:28][CH2:27]1. Starting materials: C1(=CC=CC=C1)COC1=CC(=NC=C1OCC1=CC=CC=C1)C=O (4,5-bis(phenylmethoxy)-2-pyridinecarboxaldehyde), [H][H] (hydrogen). Reagents/catalysts: [Pd] (palladium on charcoal). The solvent is CN(C=O)C (dimethylformamide). The product is OC=1C(C=C(NC1)C=O)=O (1,4-Dihydro-5-hydroxy-4-oxo-2-pyridinecarboxaldehyde). Isolated yield 76.7%. Reaction SMILES: C1(C[O:8][C:9]2[C:14]([O:15]CC3C=CC=CC=3)=[CH:13][N:12]=[C:11]([CH:23]=[O:24])[CH:10]=2)C=CC=CC=1.[H][H]>CN(C)C=O.[Pd]>[OH:15][C:14]1[C:9](=[O:8])[CH:10]=[C:11]([CH:23]=[O:24])[NH:12][CH:13]=1. Procedure details: To a solution of 4,5-bis(phenylmethoxy)-2-pyridinecarboxaldehyde (1.9 g, 6.0 mmol) in 25 ml of dry dimethylformamide was added 0.2 g of palladium on charcoal catalyst and hydrogen was bubbled through the mixture for three hours. The catalyst was removed by filtration, the solvent distilled off in vacuo and the residue triturated with ether to give 0.64 g of the title compound, melting point 174°-177° C., dec. Starting materials: BrC1=CC=C(S1)C#N (5-bromo-2-thiophenecarbonitrile), C([O-])([O-])=O.[Na+].[Na+] (sodium carbonate), BrC=1C=CC2=C(C(OC(N2)C)(C)C)C1 (6-bromo-2,4,4-trimethyl-1,4-dihydro-2H-3,1-benzoxazine), B1(OC(C(O1)(C)C)(C)C)B2OC(C(O2)(C)C)(C)C (bis(pinacolato)diboron), C(C)(=O)[O-].[K+] (potassium acetate). The reagents and catalysts are C1=CC=C(C=C1)P([C-]2C=CC=C2)C3=CC=CC=C3.C1=CC=C(C=C1)P([C-]2C=CC=C2)C3=CC=CC=C3.Cl[Pd]Cl.[Fe+2] ([1,1′-bis(diphenylphosphino)ferrocene]palladium (II) chloride), C1=CC=C(C=C1)P([C-]2C=CC=C2)C3=CC=CC=C3.C1=CC=C(C=C1)P([C-]2C=CC=C2)C3=CC=CC=C3.Cl[Pd]Cl.[Fe+2] ([1,1′-bis(diphenylphosphino)ferrocene]palladium (II) chloride). The solvent is [Cl-].[Na+].O (brine), C(C)(=O)OCC (ethyl acetate), CN(C)C=O (DMF). Run at temperature 85 celsius. Product: CC1NC2=C(C(O1)(C)C)C=C(C=C2)C2=CC=C(S2)C#N (5-(2,4,4-Trimethyl-1,4-dihydro-2H-3,1-benzoxazin-6-yl)thiophene-2-carbonitile). The yield is 25.1%. RXN SMILES: Br[C:2]1[CH:3]=[CH:4][C:5]2[NH:10][CH:9]([CH3:11])[O:8][C:7]([CH3:13])([CH3:12])[C:6]=2[CH:14]=1.B1(B2OC(C)(C)C(C)(C)O2)OC(C)(C)C(C)(C)O1.C([O-])(=O)C.[K+].Br[C:39]1[S:43][C:42]([C:44]#[N:45])=[CH:41][CH:40]=1.C(=O)([O-])[O-].[Na+].[Na+]>CN(C=O)C.[Cl-].[Na+].O.C1C=CC(P(C2C=CC=CC=2)[C-]2C=CC=C2)=CC=1.C1C=CC(P(C2C=CC=CC=2)[C-]2C=CC=C2)=CC=1.Cl[Pd]Cl.[Fe+2].C(OCC)(=O)C>[CH3:11][CH:9]1[O:8][C:7]([CH3:13])([CH3:12])[C:6]2[CH:14]=[C:2]([C:39]3[S:43][C:42]([C:44]#[N:45])=[CH:41][CH:40]=3)[CH:3]=[CH:4][C:5]=2[NH:10]1 |f:2.3,5.6.7,9.10.11,12.13.14.15|. Procedure: A mixture of 6-bromo-2,4,4-trimethyl-1,4-dihydro-2H-3,1-benzoxazine (3.6 g, 14 mmol), bis(pinacolato)diboron (5 g, 19.7 mmol), potassium acetate (4 g, 41 mmol), and [1,1′-bis(diphenylphosphino)ferrocene]palladium (II) chloride (1:1 complex with methylene chloride, 0.4 g, 0.5 mmol) in DMF (80 mL) was subject to a positive nitrogen flow to remove oxygen and then heated at 85° C. under a blanket of nitrogen for 18 hours. The mixture was allowed to cool to ambient temperature, treated with 5-bromo-2...